From a dataset of the Open Reaction Database (ORD), a public repository of structured organic reaction records. describe an organic reaction: reactants, conditions, products, and yield The reactants are CC(C)(C)OC(=O)N1CCC(Br)CC1, O=C([O-])[O-], CN(C)C=O, [Cs+], [Cs+], Oc1ccc2c(-c3c(-c4ccccn4)nn4c3CCC4)ccnc2c1. The product is CC(C)(C)OC(=O)N1CCC(Oc2ccc3c(-c4c(-c5ccccn5)nn5c4CCC5)ccnc3c2)CC1. As a reaction SMILES: [C:26]([CH3:27])([CH3:28])([CH3:29])[O:30][C:31](=[O:32])[N:33]1[CH2:34][CH2:35][CH:36]([Br:39])[CH2:37][CH2:38]1.[C:40](=[O:41])([O-:42])[O-:43].[CH3:46][N:47]([CH3:48])[CH:49]=[O:50].[Cs+:44].[Cs+:45].[n:1]1[c:2](-[c:7]2[c:8](-[c:15]3[cH:16][cH:17][n:18][c:19]4[cH:20][c:21]([OH:25])[cH:22][cH:23][c:24]34)[c:9]3[n:10]([n:11]2)[CH2:12][CH2:13][CH2:14]3)[cH:3][cH:4][cH:5][cH:6]1>>[n:1]1[c:2](-[c:7]2[c:8](-[c:15]3[cH:16][cH:17][n:18][c:19]4[cH:20][c:21]([O:25][CH:36]5[CH2:35][CH2:34][N:33]([C:31]([O:30][C:26]([CH3:27])([CH3:28])[CH3:29])=[O:32])[CH2:38][CH2:37]5)[cH:22][cH:23][c:24]34)[c:9]3[n:10]([n:11]2)[CH2:12][CH2:13][CH2:14]3)[cH:3][cH:4][cH:5][cH:6]1. Starting materials: CC1=CC=2C3C(NC2C=C1)CCN(C3)CCCC(C3=CC=C(C=C3)F)=O (8-methyl-2-[γ-(p-fluorobenzoyl)propyl]-2,3,4,4a,5,9b-hexahydro-1H-pyrido[4,3-b]indole), C(=O)O (formic acid), C=O (formalin), [OH-].[Na+] (sodium hydroxide). The solvent is O (water). Product: CN1C2C(C=3C=C(C=CC13)C)CN(CC2)CCCC(C2=CC=C(C=C2)F)=O (5,8-dimethyl-2-[γ-(p-fluorobenzoyl)propyl]-2,3,4,4a,5,9b-hexahydro-1H-pyrido[4,3-b]indole). Reaction SMILES: [CH3:1][C:2]1[CH:10]=[CH:9][C:8]2[NH:7][CH:6]3[CH2:11][CH2:12][N:13]([CH2:15][CH2:16][CH2:17][C:18](=[O:26])[C:19]4[CH:24]=[CH:23][C:22]([F:25])=[CH:21][CH:20]=4)[CH2:14][CH:5]3[C:4]=2[CH:3]=1.[CH:27](O)=O.C=O.[OH-].[Na+]>O>[CH3:27][N:7]1[C:8]2[CH:9]=[CH:10][C:2]([CH3:1])=[CH:3][C:4]=2[CH:5]2[CH2:14][N:13]([CH2:15][CH2:16][CH2:17][C:18](=[O:26])[C:19]3[CH:20]=[CH:21][C:22]([F:25])=[CH:23][CH:24]=3)[CH2:12][CH2:11][CH:6]12 |f:3.4|. Procedure: A mixture of 8-methyl-2-[γ-(p-fluorobenzoyl)propyl]-2,3,4,4a,5,9b-hexahydro-1H-pyrido[4,3-b]indole (7.5 g), formic acid (2.7 g) and formalin (2.2 g) is refluxed for 3 hours. After cooling, to the reaction mixture is added water, and the mixture is made alkaline with aqueous sodium hydroxide and extracted with benzene. The benzene layer is dried over anhydrous sodium sulfate and concentrated. The resulting residue is treated with ethanolic hydrogen chloride in the same manner as described in Exam... The reactants are C1CCOC1, COc1ccc(B(O)O)cc1, COC(=O)c1ccc(Cl)cc1, [F-], [K+]. Product: COC(=O)c1ccc(-c2ccc(OC)cc2)cc1. Reaction SMILES: [CH2:25]1[O:26][CH2:27][CH2:28][CH2:29]1.[CH3:12][O:13][c:14]1[cH:15][cH:16][c:17]([B:20]([OH:21])[OH:22])[cH:18][cH:19]1.[Cl:1][c:2]1[cH:3][cH:4][c:5]([C:6](=[O:7])[O:8][CH3:9])[cH:10][cH:11]1.[F-:23].[K+:24]>>[c:2]1(-[c:17]2[cH:16][cH:15][c:14]([O:13][CH3:12])[cH:19][cH:18]2)[cH:3][cH:4][c:5]([C:6](=[O:7])[O:8][CH3:9])[cH:10][cH:11]1. Product: C(CCCCCCCCCCC)C1=CC=C(C=C1)S(=O)(=O)NC=1SC=NN1 (4-Dodecyl-N-(1,3,4-thiadiazol-2-yl)benzenesulfonamide). Solvent: N1=CC=CC=C1 (pyridine). Procedure details: 2-Amino-1,3,4-thiadiazole (439 mg, 4.3 mmol) was suspended in pyridine (1.5 mL). p-Dodecylbenzenesulfonyl chloride (1.0 mg, 2.9 mmol) was added slowly at 0° C. The reaction mixture was then heated to 95° C. and was stirred at this temperature for 1 h. The reaction mixture was then added to aqueous 10% HCl (15 mL) and the resulting mixture extracted with ethyl acetate (3×30 mL). The organic extracts were washed with water (3×50 mL), brine (3×50 mL), dried over anhydrous Na2SO4, filtered, and vola... RXN SMILES: [NH2:1][C:2]1[S:3][CH:4]=[N:5][N:6]=1.[CH2:7]([C:19]1[CH:24]=[CH:23][C:22]([S:25](Cl)(=[O:27])=[O:26])=[CH:21][CH:20]=1)[CH2:8][CH2:9][CH2:10][CH2:11][CH2:12][CH2:13][CH2:14][CH2:15][CH2:16][CH2:17][CH3:18].Cl>N1C=CC=CC=1>[CH2:7]([C:19]1[CH:20]=[CH:21][C:22]([S:25]([NH:1][C:2]2[S:3][CH:4]=[N:5][N:6]=2)(=[O:27])=[O:26])=[CH:23][CH:24]=1)[CH2:8][CH2:9][CH2:10][CH2:11][CH2:12][CH2:13][CH2:14][CH2:15][CH2:16][CH2:17][CH3:18]. Starting materials: NC=1SC=NN1 (2-Amino-1,3,4-thiadiazole), C20H32N3O2S2, C20H32N3O2S2, C(CCCCCCCCCCC)C1=CC=C(C=C1)S(=O)(=O)Cl (p-Dodecylbenzenesulfonyl chloride), Cl (HCl). Reaction conditions: temperature 95 celsius, time 1 hour. Reactants: COC1=CC=C(C=C1)N=C=S (4-methoxyphenyl isothiocyanate), CN=C=O (methyl isocyanate), Cl (HCl), [O-][Mn](=O)(=O)=O.[K+] (KMnO4). The product is COC1=CC=C(C=C1)N1C(N(SC1=O)C)=O (4-(4-Methoxyphenyl)-2-methyl-1,2,4-thiadiazolidine-3,5-dione). As a reaction SMILES: [CH3:1][O:2][C:3]1[CH:8]=[CH:7][C:6]([N:9]=[C:10]=[S:11])=[CH:5][CH:4]=1.Cl.[O-:13][Mn](=O)(=O)=O.[K+].[CH3:19][N:20]=[C:21]=[O:22]>>[CH3:1][O:2][C:3]1[CH:4]=[CH:5][C:6]([N:9]2[C:10](=[O:13])[S:11][N:20]([CH3:19])[C:21]2=[O:22])=[CH:7][CH:8]=1 |f:2.3|. Reported procedure: Reagents: 4-methoxyphenyl isothiocyanate (0.89 ml, 6.5 mmol), 35% HCl (3.1 ml), KMnO4 (0.5 g), methyl isocyanate (0.38 ml, 6.5 mmol).